describe an organic reaction: reactants, conditions, products, and yield From a dataset of the Open Reaction Database (ORD), a public repository of structured organic reaction records. Reactants: COCCl (Methoxymethyl chloride), BrC1=NC=C(C=C1NS(=O)(=O)C1=CC(=C(C=C1)Cl)C)Cl (N-(2-bromo-5-chloro-pyridin-3-yl)-4-chloro-3-methyl-benzenesulfonamide), C([O-])([O-])=O.[K+].[K+] (potassium carbonate). The solvent is C1CCOC1 (THF). Reaction conditions: time 5 hour. Product: BrC1=NC=C(C=C1N(S(=O)(=O)C1=CC(=C(C=C1)Cl)C)COC)Cl (N-(2-bromo-5-chloro-pyridin-3-yl)-4-chloro-N-methoxymethyl-3-methyl-benzenesulfonamide). Reaction SMILES: [CH3:1][O:2][CH2:3]Cl.[Br:5][C:6]1[C:11]([NH:12][S:13]([C:16]2[CH:21]=[CH:20][C:19]([Cl:22])=[C:18]([CH3:23])[CH:17]=2)(=[O:15])=[O:14])=[CH:10][C:9]([Cl:24])=[CH:8][N:7]=1.C(=O)([O-])[O-].[K+].[K+]>C1COCC1>[Br:5][C:6]1[C:11]([N:12]([CH2:3][O:2][CH3:1])[S:13]([C:16]2[CH:21]=[CH:20][C:19]([Cl:22])=[C:18]([CH3:23])[CH:17]=2)(=[O:15])=[O:14])=[CH:10][C:9]([Cl:24])=[CH:8][N:7]=1 |f:2.3.4|. Procedure details: Methoxymethyl chloride (1.2 g, 14.3 mmol) was added dropwise to a mixture of N-(2-bromo-5-chloro-pyridin-3-yl)-4-chloro-3-methyl-benzenesulfonamide (5.0 g, 12.7 mmol) and potassium carbonate (3.2 g, 23.2 mmol) in THF (30 mL) at room temperature. After 5 h, the potassium salts were removed by vacuum filtration and the filtrate was concentrated under reduced pressure. The residual light yellow solid was chromatographed on silica gel using ethyl acetate-hexane to provide the N-(2-bromo-5-chloro-pyr...